Task: describe an organic reaction: reactants, conditions, products, and yield. Dataset: the Open Reaction Database (ORD), a public repository of structured organic reaction records The reactants are COC(=O)c1nc(NC2c3ccccc3CC2O)cnc1Br, COc1nc(NC2c3ccccc3CC2O)cnc1-c1ccc(Cl)cc1Cl. The product is COc1nc(NC2c3ccccc3CC2O)c(Br)nc1-c1ccc(Cl)cc1Cl. Reaction SMILES: [Br:1][c:2]1[c:3]([C:4]([O:5][CH3:6])=[O:7])[n:8][c:9]([NH:10][CH:11]2[c:12]3[c:13]([cH:14][cH:15][cH:16][cH:17]3)[CH2:18][CH:19]2[OH:20])[cH:21][n:22]1.[Cl:23][c:24]1[c:25](-[c:31]2[n:32][cH:33][c:34]([NH:39][CH:40]3[CH:41]([OH:49])[CH2:42][c:43]4[cH:44][cH:45][cH:46][cH:47][c:48]43)[n:35][c:36]2[O:37][CH3:38])[cH:26][cH:27][c:28]([Cl:30])[cH:29]1>>[Br:1][c:33]1[n:32][c:31](-[c:25]2[c:24]([Cl:23])[cH:29][c:28]([Cl:30])[cH:27][cH:26]2)[c:36]([O:37][CH3:38])[n:35][c:34]1[NH:39][CH:40]1[CH:41]([OH:49])[CH2:42][c:43]2[cH:44][cH:45][cH:46][cH:47][c:48]21.